This data is from the Open Reaction Database (ORD), a public repository of structured organic reaction records. The task is: describe an organic reaction: reactants, conditions, products, and yield Procedure: 0.89 g of 11-[2-(4-cyanophenylsulfonylamino)ethylthio]-2-(quinolin-2-yl)methoxy-6,11-dihydrodibenz[b,e]oxepine obtained in Example 34, 0.29 g of sodium azide and 0.24 g of ammonium chloride suspended in 5 ml of dimethylformamide were stirred at 120° C. for 1 hour. The reaction mixture was added to ice water and adjusted to about pH 3 with 1N-hydrochloric acid. Crystals precipitated were collected by filtration, dried and then washed with methylene chloride to obtain 0.69 g of the title compound ... The solvent is CN(C=O)C (dimethylformamide). As a reaction SMILES: [C:1]([C:3]1[CH:8]=[CH:7][C:6]([S:9]([NH:12][CH2:13][CH2:14][S:15][CH:16]2[C:22]3[CH:23]=[CH:24][CH:25]=[CH:26][C:21]=3[CH2:20][O:19][C:18]3[CH:27]=[CH:28][C:29]([O:31][CH2:32][C:33]4[CH:42]=[CH:41][C:40]5[C:35](=[CH:36][CH:37]=[CH:38][CH:39]=5)[N:34]=4)=[CH:30][C:17]2=3)(=[O:11])=[O:10])=[CH:5][CH:4]=1)#[N:2].[N-:43]=[N+:44]=[N-:45].[Na+].[Cl-].[NH4+].Cl>CN(C)C=O>[N:34]1[C:35]2[C:40](=[CH:39][CH:38]=[CH:37][CH:36]=2)[CH:41]=[CH:42][C:33]=1[CH2:32][O:31][C:29]1[CH:28]=[CH:27][C:18]2[O:19][CH2:20][C:21]3[CH:26]=[CH:25][CH:24]=[CH:23][C:22]=3[CH:16]([S:15][CH2:14][CH2:13][NH:12][S:9]([C:6]3[CH:5]=[CH:4][C:3]([C:1]4[NH:45][N:44]=[N:43][N:2]=4)=[CH:8][CH:7]=3)(=[O:10])=[O:11])[C:17]=2[CH:30]=1 |f:1.2,3.4|. Run at temperature 120 celsius, time 1 hour. The yield is 72.3%. Product: N1=C(C=CC2=CC=CC=C12)COC1=CC2=C(OCC3=C(C2SCCNS(=O)(=O)C2=CC=C(C=C2)C2=NN=NN2)C=CC=C3)C=C1 (2-(Quinolin-2-yl)methoxy-11-[2-[4-(tetrazol-5-yl)phenylsulfonylamino]ethylthio]-6,11-dihydrodibenz[b,e]oxepine). Reactants: C(#N)C1=CC=C(C=C1)S(=O)(=O)NCCSC1C2=C(OCC3=C1C=CC=C3)C=CC(=C2)OCC2=NC3=CC=CC=C3C=C2 (11-[2-(4-cyanophenylsulfonylamino)ethylthio]-2-(quinolin-2-yl)methoxy-6,11-dihydrodibenz[b,e]oxepine), ice water, Cl (hydrochloric acid), [N-]=[N+]=[N-].[Na+] (sodium azide), [Cl-].[NH4+] (ammonium chloride). The reactants are CO, CC(C)(COc1ccc(O)c(C(N)=O)c1)[N+](=O)[O-]. Yields the product CC(C)(N)COc1ccc(O)c(C(N)=O)c1. As a reaction SMILES: [CH3:19][OH:20].[CH3:1][C:2]([CH2:3][O:4][c:5]1[cH:6][cH:7][c:8]([OH:14])[c:9]([C:10](=[O:11])[NH2:12])[cH:13]1)([CH3:15])[N+:16]([O-:17])=[O:18]>>[CH3:1][C:2]([CH2:3][O:4][c:5]1[cH:6][cH:7][c:8]([OH:14])[c:9]([C:10](=[O:11])[NH2:12])[cH:13]1)([CH3:15])[NH2:16]. The reactants are C[C@H](CCCC(C)C)[C@H]1CC[C@@H]\2[C@@]1(CCC/C2=C\C=C/3\C[C@H](CCC3=C)O)C (Vitamin D3), II (iodine). The solvent is CCCCCC (hexane). Reaction conditions: time 1 hour. Yields the product C[C@H](CCCC(C)C)[C@H]1CCC\2[C@@]1(CCC/C2=C\C=C\3/C[C@H](CCC3=C)O)C (trans-vitamin D3). Isolated yield 61.3%. Reaction SMILES: [CH3:1][C@@H:2]([C@@H:9]1[C@@:13]2([CH3:28])[CH2:14][CH2:15][CH2:16]/[C:17](=[CH:18]\[CH:19]=[C:20]3\[CH2:21][C@@H:22]([OH:27])[CH2:23][CH2:24][C:25]\3=[CH2:26])/[C@@H:12]2[CH2:11][CH2:10]1)[CH2:3][CH2:4][CH2:5][CH:6]([CH3:8])[CH3:7].II>CCCCCC>[CH3:1][C@@H:2]([C@@H:9]1[C@@:13]2([CH3:28])[CH2:14][CH2:15][CH2:16]/[C:17](=[CH:18]\[CH:19]=[C:20]3/[CH2:21][C@@H:22]([OH:27])[CH2:23][CH2:24][C:25]/3=[CH2:26])/[CH:12]2[CH2:11][CH2:10]1)[CH2:3][CH2:4][CH2:5][CH:6]([CH3:7])[CH3:8]. Procedure: To a solution of Vitamin D3 (750 mgs) in hexane (20 ml) was added iodine (2 mgs). After stirring for 1 hr. at 20° the solution was washed with aqueous sodium thiosulphate, water and dried over sodium sulphate. After removal of the solvent, chromatography afforded trans-vitamin D3 (460mgs). Reactants: FC1=NC=CC(=C1)I (2-fluoro-4-iodo-pyridine), COC1=C(C=CC=C1)B(O)O ((2-methoxyphenyl)boronic acid), C(=O)([O-])[O-].[K+].[K+] (K2CO3). Reagents/catalysts: Cl[Pd]([P](C1=CC=CC=C1)(C2=CC=CC=C2)C3=CC=CC=C3)([P](C4=CC=CC=C4)(C5=CC=CC=C5)C6=CC=CC=C6)Cl (Pd(PPh3)2Cl2). Run in C(Cl)Cl (DCM), COCCOC.O (DME water). Reaction conditions: temperature 80 celsius. The product is FC1=NC=CC(=C1)C1=C(C=CC=C1)OC (2-Fluoro-4-(2-methoxyphenyl)pyridine). Isolated yield 54.9%. RXN SMILES: [F:1][C:2]1[CH:7]=[C:6](I)[CH:5]=[CH:4][N:3]=1.[CH3:9][O:10][C:11]1[CH:16]=[CH:15][CH:14]=[CH:13][C:12]=1B(O)O.C([O-])([O-])=O.[K+].[K+]>COCCOC.O.C(Cl)Cl.Cl[Pd](Cl)([P](C1C=CC=CC=1)(C1C=CC=CC=1)C1C=CC=CC=1)[P](C1C=CC=CC=1)(C1C=CC=CC=1)C1C=CC=CC=1>[F:1][C:2]1[CH:7]=[C:6]([C:12]2[CH:13]=[CH:14][CH:15]=[CH:16][C:11]=2[O:10][CH3:9])[CH:5]=[CH:4][N:3]=1 |f:2.3.4,5.6,^1:38,57|. Reported procedure: To a solution of 2-fluoro-4-iodo-pyridine (0.5 g, 2.24 mmol) and (2-methoxyphenyl)boronic acid (0.34 g, 2.24 mmol) in DME/water 2:1 (15 mL) was added Pd(PPh3)2Cl2 (20 mg, 0.028 mmol) and K2CO3 (20 mg, 0.15 mmol). The mixture was heated at 80° C. for 6 hours. It was diluted with DCM, washed with water, dried over MgSO4, and concentrated under reduced pressure. The residue was purified by flash chromatography (silica gel, DCM/MeOH 100:0 to 90:10) to give the title compound A3 (0.25 g, 55%). MS (ES... Starting materials: C(=O)NC=1SC=C(N1)C(C(=O)O)=O (2-(2-formamidothiazol-4-yl)-glyoxylic acid), NOCCNC(OC(C)(C)C)=O (tert-butyl N-aminooxyethylcarbamate). Solvent: CO (methanol). Conditions: time 6 hour. Yields the product C(=O)NC=1SC=C(N1)C(C(=O)O)=NOCCNC(=O)OC(C)(C)C (2-(2-formamidothiazol-4-yl)-2-(2-tert-butoxycarbonylaminoethoxyimino)acetic acid). The yield is 77.3%. RXN SMILES: [CH:1]([NH:3][C:4]1[S:5][CH:6]=[C:7]([C:9](=O)[C:10]([OH:12])=[O:11])[N:8]=1)=[O:2].[NH2:14][O:15][CH2:16][CH2:17][NH:18][C:19](=[O:25])[O:20][C:21]([CH3:24])([CH3:23])[CH3:22]>CO>[CH:1]([NH:3][C:4]1[S:5][CH:6]=[C:7]([C:9](=[N:14][O:15][CH2:16][CH2:17][NH:18][C:19]([O:20][C:21]([CH3:24])([CH3:23])[CH3:22])=[O:25])[C:10]([OH:12])=[O:11])[N:8]=1)=[O:2]. Reported procedure: A mixture of 2-(2-formamidothiazol-4-yl)-glyoxylic acid (1.59 g.), tert-butyl N-aminooxyethylcarbamate (1.40 g.) and methanol (25 ml.) was stirred at room temperature for 6 hours. After removal of methanol from the resultant solution under reduced pressure, the residue was pulverized with diethyl ether. The precipitates were collected by filtration to give 2-(2-formamidothiazol-4-yl)-2-(2-tert-butoxycarbonylaminoethoxyimino)acetic acid (syn isomer, 2.2 g.). The reactants are COc1ccc2nccc(N3CCC(S(=O)(=O)CCNC(=O)OC(C)(C)C)C3)c2n1, ClC(Cl)Cl, Cl, C1COCCO1. Yields the product COc1ccc2nccc(N3CCC(S(=O)(=O)CCN)C3)c2n1, Cl. RXN SMILES: [CH3:1][O:2][c:3]1[n:4][c:5]2[c:6]([N:13]3[CH2:14][CH:15]([S:18](=[O:19])(=[O:20])[CH2:21][CH2:22][NH:23][C:24](=[O:25])[O:26][C:27]([CH3:28])([CH3:29])[CH3:30])[CH2:16][CH2:17]3)[cH:7][cH:8][n:9][c:10]2[cH:11][cH:12]1.[CH:32]([Cl:33])([Cl:34])[Cl:35].[ClH:31].[O:36]1[CH2:37][CH2:38][O:39][CH2:40][CH2:41]1>>[CH3:1][O:2][c:3]1[n:4][c:5]2[c:6]([N:13]3[CH2:14][CH:15]([S:18](=[O:19])(=[O:20])[CH2:21][CH2:22][NH2:23])[CH2:16][CH2:17]3)[cH:7][cH:8][n:9][c:10]2[cH:11][cH:12]1.[ClH:31]. Starting materials: N1=CC=C(C=C1)C(=O)N1CCN(CC1)C(=O)OC(C)(C)C (1,1-dimethylethyl 4-(4pyridinylcarbonyl)-1-piperazinecarboxylate), Cl (HCl), C(=O)([O-])[O-].[K+].[K+] (K2CO3). Procedure details: The title material was synthesized from the title product of Example 26 (1.3 g, 4.46 mmol) by the method described in Example 25, except that the title free base was generated by treatment of its HCl salt with 0.5N K2CO3 in CH2Cl2. The CH2Cl2 solution was dried over Na2SO4 and all solvent removed under reduced pressure to provide 333 mg of the title free base. This material was used without further purification. Run in C(Cl)Cl (CH2Cl2). Reaction SMILES: [N:1]1[CH:6]=[CH:5][C:4]([C:7]([N:9]2[CH2:14][CH2:13][N:12](C(OC(C)(C)C)=O)[CH2:11][CH2:10]2)=[O:8])=[CH:3][CH:2]=1.Cl.C([O-])([O-])=O.[K+].[K+]>C(Cl)Cl>[N:1]1[CH:6]=[CH:5][C:4]([C:7]([N:9]2[CH2:14][CH2:13][NH:12][CH2:11][CH2:10]2)=[O:8])=[CH:3][CH:2]=1 |f:2.3.4|. The product is N1=CC=C(C=C1)C(=O)N1CCNCC1 (1-(4-pyridinylcarbonyl)piperazine). Reactants: ClC=1N=C(SC1CC1=CNC2=NC=CC=C21)NCC2=CC=C(C=C2)F ([4-Chloro-5-(1H-pyrrolo[2,3-b]pyridin-3-ylmethyl)-thiazol-2-yl]-(4-fluoro-benzyl)-amine), C[Mg]Br (Methyl magnesium bromide), O1CCCC1 (Tetrahydrofuran), ClCCl (dichloromethane). The reagents and catalysts are C1=CC=C(C=C1)P([C-]2C=CC=C2)C3=CC=CC=C3.C1=CC=C(C=C1)P([C-]2C=CC=C2)C3=CC=CC=C3.Cl[Pd]Cl.[Fe+2] ([1,1′-bis(diphenyl phosphino) ferrocene]dichloro palladium (II)). Solvent: C1(=CC=CC=C1)C (toluene), CCOCC (ether), C1(=CC=CC=C1)C (toluene). Reaction conditions: temperature 60 celsius, time 10 minute. The product is C(C)C=1N=C(SC1CC1=CNC2=NC=CC=C21)NCC2=CC=C(C=C2)F ([4-ethyl-5-(1H-pyrrolo[2,3-b]pyridin-3-ylmethyl)-thiazol-2-yl]-(4-fluoro-benzyl)-amine). Reaction SMILES: ClCCl.Cl[C:5]1[N:6]=[C:7]([NH:20][CH2:21][C:22]2[CH:27]=[CH:26][C:25]([F:28])=[CH:24][CH:23]=2)[S:8][C:9]=1[CH2:10][C:11]1[C:19]2[C:14](=[N:15][CH:16]=[CH:17][CH:18]=2)[NH:13][CH:12]=1.C[Mg]Br.O1CC[CH2:34][CH2:33]1>C1(C)C=CC=CC=1.CCOCC.C1C=CC(P(C2C=CC=CC=2)[C-]2C=CC=C2)=CC=1.C1C=CC(P(C2C=CC=CC=2)[C-]2C=CC=C2)=CC=1.Cl[Pd]Cl.[Fe+2]>[CH2:33]([C:5]1[N:6]=[C:7]([NH:20][CH2:21][C:22]2[CH:27]=[CH:26][C:25]([F:28])=[CH:24][CH:23]=2)[S:8][C:9]=1[CH2:10][C:11]1[C:19]2[C:14](=[N:15][CH:16]=[CH:17][CH:18]=2)[NH:13][CH:12]=1)[CH3:34] |f:6.7.8.9|. Procedure: Into a round bottom flask, under an atmosphere of nitrogen, [1,1′-bis(diphenyl phosphino) ferrocene]dichloro palladium (II), complex with dichloromethane (1:1), was placed with toluene (15 mL, 140 mmol). [4-Chloro-5-(1H-pyrrolo[2,3-b]pyridin-3-ylmethyl)-thiazol-2-yl]-(4-fluoro-benzyl)-amine (P-0156,145 mg, 0.4 mmol) was added in 5 ml of toluene at room temperature. The mixture was stirred for 10 minutes. To the stirring reaction, a solution of 3.13 Methyl magnesium bromide in ether (1.86 mL) was... Reactants: N[C@H]1C(N(CCCC1)CC1=CC=CC=C1)=O ((3R)-3-amino-1-benzylazepan-2-one), O=C1NC2=CC=CC=C2CN1C1CCN(CC1)C(=O)Cl (4-(2-oxo-1,4-dihydroquinazolin-3(2H)-yl)piperidine-1-carbonyl chloride). The product is C(C1=CC=CC=C1)N1C([C@@H](CCCC1)NC(=O)N1CCC(CC1)N1C(NC2=CC=CC=C2C1)=O)=O (N-[(3R)-1-Benzyl-2-oxoazepan-3-yl]-4-(2-oxo-1,4-dihydroquinazolin-3(2H)-yl)piperidine-1-carboxamide). RXN SMILES: [NH2:1][C@@H:2]1[CH2:8][CH2:7][CH2:6][CH2:5][N:4]([CH2:9][C:10]2[CH:15]=[CH:14][CH:13]=[CH:12][CH:11]=2)[C:3]1=[O:16].[O:17]=[C:18]1[N:27]([CH:28]2[CH2:33][CH2:32][N:31]([C:34](Cl)=[O:35])[CH2:30][CH2:29]2)[CH2:26][C:25]2[C:20](=[CH:21][CH:22]=[CH:23][CH:24]=2)[NH:19]1>>[CH2:9]([N:4]1[CH2:5][CH2:6][CH2:7][CH2:8][C@@H:2]([NH:1][C:34]([N:31]2[CH2:32][CH2:33][CH:28]([N:27]3[CH2:26][C:25]4[C:20](=[CH:21][CH:22]=[CH:23][CH:24]=4)[NH:19][C:18]3=[O:17])[CH2:29][CH2:30]2)=[O:35])[C:3]1=[O:16])[C:10]1[CH:15]=[CH:14][CH:13]=[CH:12][CH:11]=1. Procedure details: The title compound was prepared with (3R)-3-amino-1-benzylazepan-2-one and 4-(2-oxo-1,4-dihydroquinazolin-3(2H)-yl)piperidine-1-carbonyl chloride using a similar procedure to Example 16. MS 476.2645 (M+1).